Dataset: the Open Reaction Database (ORD), a public repository of structured organic reaction records. Task: describe an organic reaction: reactants, conditions, products, and yield Reactants: C([O-])([O-])=O.[Na+].[Na+] (sodium carbonate), ClC=1C=NC=C(C1N1CCC(CC1)C(=O)N)Cl (1-(3,5-dichloropyridin-4-yl)piperidine-4-carboxamide), CN1N=C(C(=C1C)B1OC(C)(C)C(C)(C)O1)C (1,3,5-trimethyl-1H-pyrazole-4-boronic pinacol ester). The reagents and catalysts are C=1C=CC(=CC1)[P](C=2C=CC=CC2)(C=3C=CC=CC3)[Pd]([P](C=4C=CC=CC4)(C=5C=CC=CC5)C=6C=CC=CC6)([P](C=7C=CC=CC7)(C=8C=CC=CC8)C=9C=CC=CC9)[P](C=1C=CC=CC1)(C=1C=CC=CC1)C=1C=CC=CC1 (tetrakis(triphenylphosphine)palladium(0)). Solvent: C(C)#N (acetonitrile). Product: ClC=1C=NC=C(C1N1CCC(CC1)C(=O)N)C=1C(=NN(C1C)C)C (1-(3-chloro-5-(1,3,5-trimethyl-1H-pyrazol-4-yl)pyridin-4-yl)piperidine-4-carboxamide), solid. Isolated yield 35.0%. RXN SMILES: Cl[C:2]1[CH:3]=[N:4][CH:5]=[C:6]([Cl:17])[C:7]=1[N:8]1[CH2:13][CH2:12][CH:11]([C:14]([NH2:16])=[O:15])[CH2:10][CH2:9]1.[CH3:18][N:19]1[C:23]([CH3:24])=[C:22](B2OC(C)(C)C(C)(C)O2)[C:21]([CH3:34])=[N:20]1.C(=O)([O-])[O-].[Na+].[Na+]>C1C=CC([P]([Pd]([P](C2C=CC=CC=2)(C2C=CC=CC=2)C2C=CC=CC=2)([P](C2C=CC=CC=2)(C2C=CC=CC=2)C2C=CC=CC=2)[P](C2C=CC=CC=2)(C2C=CC=CC=2)C2C=CC=CC=2)(C2C=CC=CC=2)C2C=CC=CC=2)=CC=1.C(#N)C>[Cl:17][C:6]1[CH:5]=[N:4][CH:3]=[C:2]([C:22]2[C:21]([CH3:34])=[N:20][N:19]([CH3:18])[C:23]=2[CH3:24])[C:7]=1[N:8]1[CH2:13][CH2:12][CH:11]([C:14]([NH2:16])=[O:15])[CH2:10][CH2:9]1 |f:2.3.4,^1:44,46,65,84|. Procedure details: General procedure E was followed using 1-(3,5-dichloropyridin-4-yl)piperidine-4-carboxamide 23 (75 mg, 0.27 mmol), 1,3,5-trimethyl-1H-pyrazole-4-boronic pinacol ester (65 mg, 0.27 mmol), tetrakis(triphenylphosphine)palladium(0) (16 mg, 5 mol %), acetonitrile (3 mL) and 0.5 M sodium carbonate (0.77 mL, 0.38 mmol). The crude product was purified by flash column chromatography on silica gel (CH2Cl2, EtOH, 94:6-80:20, biotage 25+S) to furnish the title compound as a very pale yellow solid (34 mg, 35... Reactants: C1(=CC=CC=C1)CCCN[C@@H]1CC[C@H](CC1)C1=CC=C(C=C1)O (trans-4-[4-(3-phenylpropylanino)cyclohexyl]phenol), C(C)(=O)OC(C)=O (acetic anhydride). Yields the product OC1=CC=C(C=C1)[C@@H]1CC[C@H](CC1)N(C(C)=O)CCCC1=CC=CC=C1 (trans-N-[4-(4-hydroxyphenyl)cyclohexyl]-N-(3-phenylpropyl) acetamide). RXN SMILES: [C:1]1([CH2:7][CH2:8][CH2:9][NH:10][C@H:11]2[CH2:16][CH2:15][C@H:14]([C:17]3[CH:22]=[CH:21][C:20]([OH:23])=[CH:19][CH:18]=3)[CH2:13][CH2:12]2)[CH:6]=[CH:5][CH:4]=[CH:3][CH:2]=1.[C:24](OC(=O)C)(=[O:26])[CH3:25]>>[OH:23][C:20]1[CH:19]=[CH:18][C:17]([C@H:14]2[CH2:13][CH2:12][C@H:11]([N:10]([CH2:9][CH2:8][CH2:7][C:1]3[CH:2]=[CH:3][CH:4]=[CH:5][CH:6]=3)[C:24](=[O:26])[CH3:25])[CH2:16][CH2:15]2)=[CH:22][CH:21]=1. Reported procedure: In a manner similar to Example 16, trans-4-[4-(3-phenylpropylanino)cyclohexyl]phenol was allowed to react with acetic anhydride to give trans-N-[4-(4-hydroxyphenyl)cyclohexyl]-N-(3-phenylpropyl) acetamide. Yield (90 mg, 2%): mp 175-180° C.; IR (KBr): 3240, 2929, 1620, 1590 cm−1; 1H NMR (300 MHz, DMSO-d6) δ 9.11 (s, 1H), 7.30-7.17 (m, 5H), 7.00 (d, J=9 Hz, 2H), 6.69 (dd, J=9, 2 Hz, 2H), 3.37 (m, 1H), 3.25 (m, 4H), 2.61 (m, 2H), 2.41 (m, 1H), 2.10 (s, 3H), 1.87-1.75 (m, 4H), 1.72-1.46 (m, 4H); CI-... Reactants: BrC1=CC(=C(C=C1)C(C(=O)N)N1CCC2(CN(C(CO2)=O)CC)CC1)F (2-(4-bromo-2-fluorophenyl)-2-(4-ethyl-3-oxo-1-oxa-4,9-diazaspiro[5.5]undecan-9-yl)acetamide), B1(OC(C(O1)(C)C)(C)C)B2OC(C(O2)(C)C)(C)C (bis(pinacolato)diboron), C(C)(=O)[O-].[K+] (potassium acetate), BrC1=CC=C2C=C(C=NC2=C1)Cl (7-bromo-3-chloroquinoline), C([O-])([O-])=O.[K+].[K+] (potassium carbonate), C(C)(=O)[O-].[K+] (potassium acetate), B1(OC(C(O1)(C)C)(C)C)B2OC(C(O2)(C)C)(C)C (bis(pinacolato)diboron). The reagents and catalysts are C1=CC=C(C=C1)P([C-]2C=CC=C2)C3=CC=CC=C3.C1=CC=C(C=C1)P([C-]2C=CC=C2)C3=CC=CC=C3.Cl[Pd]Cl.[Fe+2].C(Cl)Cl (PdCl2(dppf) CH2Cl2), C1=CC=C(C=C1)P([C-]2C=CC=C2)C3=CC=CC=C3.C1=CC=C(C=C1)P([C-]2C=CC=C2)C3=CC=CC=C3.Cl[Pd]Cl.[Fe+2].C(Cl)Cl (PdCl2(dppf) CH2Cl2), C1=CC=C(C=C1)P([C-]2C=CC=C2)C3=CC=CC=C3.C1=CC=C(C=C1)P([C-]2C=CC=C2)C3=CC=CC=C3.Cl[Pd]Cl.[Fe+2].C(Cl)Cl (PdCl2(dppf) CH2Cl2). Run in O1CCOCC1 (1,4-dioxane). Run at temperature 110 celsius. Product: ClC=1C=NC2=CC(=CC=C2C1)C1=CC(=C(C=C1)C(C(=O)N)N1CCC2(CN(C(CO2)=O)CC)CC1)F ((+)-2-(4-(3-chloroquinolin-7-yl)-2-fluorophenyl)-2-(4-ethyl-3-oxo-1-oxa-4,9-diazaspiro[5.5]undecan-9-yl)acetamide). As a reaction SMILES: Br[C:2]1[CH:7]=[CH:6][C:5]([CH:8]([N:12]2[CH2:25][CH2:24][C:15]3([O:20][CH2:19][C:18](=[O:21])[N:17]([CH2:22][CH3:23])[CH2:16]3)[CH2:14][CH2:13]2)[C:9]([NH2:11])=[O:10])=[C:4]([F:26])[CH:3]=1.B1(B2OC(C)(C)C(C)(C)O2)OC(C)(C)C(C)(C)O1.C([O-])(=O)C.[K+].Br[C:51]1[CH:60]=[C:59]2[C:54]([CH:55]=[C:56]([Cl:61])[CH:57]=[N:58]2)=[CH:53][CH:52]=1.C(=O)([O-])[O-].[K+].[K+]>O1CCOCC1.C1C=CC(P(C2C=CC=CC=2)[C-]2C=CC=C2)=CC=1.C1C=CC(P(C2C=CC=CC=2)[C-]2C=CC=C2)=CC=1.Cl[Pd]Cl.[Fe+2].C(Cl)Cl>[Cl:61][C:56]1[CH:57]=[N:58][C:59]2[C:54]([CH:55]=1)=[CH:53][CH:52]=[C:51]([C:2]1[CH:7]=[CH:6][C:5]([CH:8]([N:12]3[CH2:25][CH2:24][C:15]4([O:20][CH2:19][C:18](=[O:21])[N:17]([CH2:22][CH3:23])[CH2:16]4)[CH2:14][CH2:13]3)[C:9]([NH2:11])=[O:10])=[C:4]([F:26])[CH:3]=1)[CH:60]=2 |f:2.3,5.6.7,9.10.11.12.13|. Procedure details: A solution of 2-(4-bromo-2-fluorophenyl)-2-(4-ethyl-3-oxo-1-oxa-4,9-diazaspiro[5.5]undecan-9-yl)acetamide (200 mg, 0.35 mmol) in dry 1,4-dioxane (3 mL) in a 20 mL microwaveable vial was treated with bis(pinacolato)diboron (107 mg, 0.42 mmol), potassium acetate (49 mg, 0.5 mmol), and PdCl2(dppf)-CH2Cl2 adduct (14.3 mg, 0.02 mmol). The solution was degassed with nitrogen for 3 min and the vessel was purged with nitrogen, sealed, and heated to 110° C. for 19 h. Analysis of a reaction mixture aliquo... The reactants are CC1C(NN=C(C1)C1=CC=CC=C1)=O (4,5-dihydro-4-methyl-6-phenylpyridazin-3(2H)-one), Cl (HCl), [OH-].[Na+] (NaOH). Reagents/catalysts: [Cu] (copper), [Cu]Cl (copper (I) chloride). Solvent: C(C)#N (acetonitrile). Conditions: time 10 minute. Product: CC=1C(NN=C(C1)C1=CC=CC=C1)=O (4-methyl-6-phenylpyridazin-3(2H)-one). Yield: 93.8%. As a reaction SMILES: [CH3:1][CH:2]1[CH2:7][C:6]([C:8]2[CH:13]=[CH:12][CH:11]=[CH:10][CH:9]=2)=[N:5][NH:4][C:3]1=[O:14].Cl.[OH-].[Na+]>C(#N)C.[Cu].[Cu]Cl>[CH3:1][C:2]1[C:3](=[O:14])[NH:4][N:5]=[C:6]([C:8]2[CH:13]=[CH:12][CH:11]=[CH:10][CH:9]=2)[CH:7]=1 |f:2.3|. Procedure details: (Csende, F et al. Synthesis, 1995, 1240-1242) 7.0 g (35 mmol) of 13 was dissolved in 30 ml of acetonitrile in a 250 ml single-necked round bottom flask. 11.3 g (84 mmol, 2.4 equiv) of anhydrous copper (H) chloride Was added to the solution and the reaction mixture was heated to reflux for 2 hours. To control the HCl gas that formed during the course of the reaction, a NaOH solution was used to absorb the HCl that escapes from dry tube. The reaction mixture was cooled to ambient temperature, and ... Starting materials: C([C@@H](O)C)(=O)O (L-lactic acid), OC(C(=O)O)CC (hydroxybutyric acid). Product: C(C(O)C)(=O)O.OC(C(=O)O)CC (lactic acid hydroxybutyric acid). Yield: 69.7%. RXN SMILES: [C:1]([OH:6])(=[O:5])[C@H:2]([CH3:4])[OH:3].[OH:7][CH:8]([CH2:12][CH3:13])[C:9]([OH:11])=[O:10]>>[C:1]([OH:6])(=[O:5])[CH:2]([CH3:4])[OH:3].[OH:7][CH:8]([CH2:12][CH3:13])[C:9]([OH:11])=[O:10] |f:2.3|. Reported procedure: A 90 wt % aqueous solution of L-lactic acid (50 g) and 50 g of hydroxybutyric acid were put into a reaction vessel equipped with a stirrer and a nitrogen-introducing tube. After substitution of nitrogen gas was carried out three times, the mixture was concentrated at 120° C. for 5 hours with stirring in a stream of nitrogen to give 65 g of lactic acid-hydroxybutyric acid oligomer. To the obtained oligomer was added 1.3 g of Baylith 5A with which sodium elution (381 ppm) had been observed. Then, ... Reactants: CCN(C(C)C)C(C)C (DIPEA), C1(=CC=CC2=CC=CC=C12)C(=O)Cl (naphthalene-1-carboxylic acid chloride), Cl.COC(=O)C=1C=C2[C@@H](CCC2=CC1)N ((3R)-3-Amino-2,3-dihydro-1H-indene-5-carboxylic acid methyl ester hydrochloride). The solvent is C(C)(=O)OCC (ethyl acetate), ClCCl (dichloromethane). Conditions: time 1.5 hour. Product: C1(=CC=CC2=CC=CC=C12)C(=O)N[C@@H]1CCC2=CC=C(C=C12)C(=O)OC ((R)-Methyl 3-(1-naphthamido)-2,3-dihydro-1H-indene-5-carboxylate). Isolated yield 58.0%. As a reaction SMILES: Cl.[CH3:2][O:3][C:4]([C:6]1[CH:7]=[C:8]2[C:12](=[CH:13][CH:14]=1)[CH2:11][CH2:10][C@H:9]2[NH2:15])=[O:5].CCN(C(C)C)C(C)C.[C:25]1([C:35](Cl)=[O:36])[C:34]2[C:29](=[CH:30][CH:31]=[CH:32][CH:33]=2)[CH:28]=[CH:27][CH:26]=1>ClCCl.C(OCC)(=O)C>[C:25]1([C:35]([NH:15][C@H:9]2[C:8]3[C:12](=[CH:13][CH:14]=[C:6]([C:4]([O:3][CH3:2])=[O:5])[CH:7]=3)[CH2:11][CH2:10]2)=[O:36])[C:34]2[C:29](=[CH:30][CH:31]=[CH:32][CH:33]=2)[CH:28]=[CH:27][CH:26]=1 |f:0.1|. Procedure: (3R)-3-Amino-2,3-dihydro-1H-indene-5-carboxylic acid methyl ester hydrochloride (A-01) (1.098 mmol, 1 eq) was dissolved in dichloromethane, and DIPEA (2.5 eq) and naphthalene-1-carboxylic acid chloride (1.0 eq) were added under a protecting gas atmosphere at 0° C. The reaction mixture was stirred for 1.5 h at RT. Then the reaction mixture was diluted with ethyl acetate, washed 1× with 10% ammonium chloride solution and 1× with sat. NaCl solution, dried over magnesium sulfate and purified by colu... Starting materials: OC[C@H](O)[C@@H](O)[C@H](O)[C@H](O)CO (D-sorbitol), C([C@@H](O)[C@@H](O)[C@H](O)[C@H](O)CO)O (D-mannitol). Product: OCC(=O)[C@@H](O)[C@H](O)[C@@H](O)CO (L-sorbose), OCC(=O)[C@@H](O)[C@H](O)[C@H](O)CO (D-fructose). As a reaction SMILES: [OH:1][CH2:2][C@@H:3]([C@H:5]([C@@H:7]([C@@H:9]([CH2:11][OH:12])[OH:10])[OH:8])[OH:6])[OH:4].[CH2:13]([OH:24])[C@H:14]([C@H:16]([C@@H:18]([C@@H:20]([CH2:22][OH:23])[OH:21])[OH:19])[OH:17])[OH:15]>>[OH:1][CH2:2][C:3]([C@H:5]([C@@H:7]([C@H:9]([CH2:11][OH:12])[OH:10])[OH:8])[OH:6])=[O:4].[OH:24][CH2:13][C:14]([C@H:16]([C@@H:18]([C@@H:20]([CH2:22][OH:23])[OH:21])[OH:19])[OH:17])=[O:15]. Procedure details: oxidizing separately said D-sorbitol and D-mannitol to provide L-sorbose and D-fructose, respectively; The reactants are COC(=O)C(Cc1ccccc1)NC(=O)c1ccc(N2CCC(NCC(O)c3ccc(O)c(NS(C)(=O)=O)c3)CC2)cc1, [Na+], [OH-]. The product is CS(=O)(=O)Nc1cc(C(O)CNC2CCN(c3ccc(C(=O)NC(Cc4ccccc4)C(=O)O)cc3)CC2)ccc1O. Reaction SMILES: [CH3:1][O:2][C:3]([CH:4]([CH2:5][c:6]1[cH:7][cH:8][cH:9][cH:10][cH:11]1)[NH:12][C:13]([c:14]1[cH:15][cH:16][c:17]([N:20]2[CH2:21][CH2:22][CH:23]([NH:26][CH2:27][CH:28]([c:29]3[cH:30][c:31]([NH:36][S:37](=[O:38])(=[O:39])[CH3:40])[c:32]([OH:35])[cH:33][cH:34]3)[OH:41])[CH2:24][CH2:25]2)[cH:18][cH:19]1)=[O:42])=[O:43].[Na+:45].[OH-:44]>>[O:2]=[C:3]([CH:4]([CH2:5][c:6]1[cH:7][cH:8][cH:9][cH:10][cH:11]1)[NH:12][C:13]([c:14]1[cH:15][cH:16][c:17]([N:20]2[CH2:21][CH2:22][CH:23]([NH:26][CH2:27][CH:28]([c:29]3[cH:30][c:31]([NH:36][S:37](=[O:38])(=[O:39])[CH3:40])[c:32]([OH:35])[cH:33][cH:34]3)[OH:41])[CH2:24][CH2:25]2)[cH:18][cH:19]1)=[O:42])[OH:43].